The task is: describe an organic reaction: reactants, conditions, products, and yield. This data is from the Open Reaction Database (ORD), a public repository of structured organic reaction records. Starting materials: C(C)(C)(C)OC(=O)N1C2CNCC1CCC2 (9-tert-butoxycarbonyl-3,9-diazabicyclo[3.3.1]nonane), ClC=1N=NC(=CC1)C1=CC=CC=C1 (3-chloro-6-phenylpyridazine), C(=O)(C(F)(F)F)O (TFA). Product: C1(=CC=CC=C1)C1=CC=C(N=N1)N1CC2CCCC(C1)N2 (3-(6-Phenyl-pyridazin-3-yl)-3,9-diaza-bicyclo[3.3.1]nonane). RXN SMILES: C(OC([N:8]1[CH:13]2[CH2:14][CH2:15][CH2:16][CH:9]1[CH2:10][NH:11][CH2:12]2)=O)(C)(C)C.Cl[C:18]1[N:19]=[N:20][C:21]([C:24]2[CH:29]=[CH:28][CH:27]=[CH:26][CH:25]=2)=[CH:22][CH:23]=1.C(O)(C(F)(F)F)=O>>[C:24]1([C:21]2[N:20]=[N:19][C:18]([N:11]3[CH2:12][CH:13]4[NH:8][CH:9]([CH2:16][CH2:15][CH2:14]4)[CH2:10]3)=[CH:23][CH:22]=2)[CH:25]=[CH:26][CH:27]=[CH:28][CH:29]=1. Procedure details: Was prepared according to reaction-conditions of Method A from 9-tert-butoxycarbonyl-3,9-diazabicyclo[3.3.1]nonane and 3-chloro-6-phenylpyridazine at 130° C. for 3 days, followed by treatment with TFA. Workup procedure was done according to Method A. LC-ESI-HRMS of [M+H]+ shows 281.1761 Da. Calc. 281.176621 Da, dev. −1.9 ppm. Reactants: ClC1=CC=C(C=N1)S(=O)(=O)N1C[C@]2(CC3=C(C=C2CC1)N(N=C3)C3=CC=C(C=C3)F)COCCOC ((R)-6-(6-chloropyridine-3-sulfonyl)-1-(4-fluorophenyl)-4a-(2-methoxyethoxymethyl)-4,4a,5,6,7,8-hexahydro-1,2,6-triaza-cyclopenta[b]naphthalene), F[C@H]1CNCC1 ((R)-3-fluoropyrrolidine). The product is FC1=CC=C(C=C1)N1N=CC2=C1C=C1CCN(C[C@]1(C2)COCCOC)S(=O)(=O)C=2C=NC(=CC2)N2C[C@@H](CC2)F ((R)-1-(4-Fluorophenyl)-6-[6-((R)-3-fluoropyrrolidin-1-yl)-pyridine-3-sulfonyl]-4a-(2-methoxyethoxymethyl)-4,4a,5,6,7,8-hexahydro-1H-1,2,6-triaza-cyclopenta[b]naphthalene). Reaction SMILES: Cl[C:2]1[N:7]=[CH:6][C:5]([S:8]([N:11]2[CH2:20][CH2:19][C:18]3[C@:13]([CH2:31][O:32][CH2:33][CH2:34][O:35][CH3:36])([CH2:14][C:15]4[CH:23]=[N:22][N:21]([C:24]5[CH:29]=[CH:28][C:27]([F:30])=[CH:26][CH:25]=5)[C:16]=4[CH:17]=3)[CH2:12]2)(=[O:10])=[O:9])=[CH:4][CH:3]=1.[F:37][C@@H:38]1[CH2:42][CH2:41][NH:40][CH2:39]1>>[F:30][C:27]1[CH:26]=[CH:25][C:24]([N:21]2[C:16]3[CH:17]=[C:18]4[C@:13]([CH2:31][O:32][CH2:33][CH2:34][O:35][CH3:36])([CH2:14][C:15]=3[CH:23]=[N:22]2)[CH2:12][N:11]([S:8]([C:5]2[CH:6]=[N:7][C:2]([N:40]3[CH2:41][CH2:42][C@@H:38]([F:37])[CH2:39]3)=[CH:3][CH:4]=2)(=[O:9])=[O:10])[CH2:20][CH2:19]4)=[CH:29][CH:28]=1. Procedure: The title compound was prepared by the method of Example 20 using (R)-6-(6-chloropyridine-3-sulfonyl)-1-(4-fluorophenyl)-4a-(2-methoxyethoxymethyl)-4,4a,5,6,7,8-hexahydro-1,2,6-triaza-cyclopenta[b]naphthalene and (R)-3-fluoropyrrolidine. 1H NMR (400 MHz, CHCl3-d): δ 8.55-8.44 (m, 1H), 7.50-7.39 (m, 3H), 7.19-7.11 (m, 2H), 6.41 (d, 1H), 6.27 (d, 1H), 5.46 (s, 1H), 5.33 (s, 1H), 4.15 (dd, 1H), 3.87 (dd, 2H), 3.73 (d, 1H), 3.68-3.55 (m, 7H), 3.38 (s, 3H), 3.25 (d, 1H), 3.14 (d, 1H), 2.80-2.69 (m, 1... Starting materials: CC1(C(CC1=O)=O)C1=CC=CC=C1 (2-methyl-2-phenyl-cyclobutane-1,3-dione), CC1=CC2=C(SC(=C2)C(O)C2=CC=CC=C2)C=C1 ((5-methyl-benzo[b]thiophen-2-yl)-phenyl-methanol). Product: OC1=C(C(C1(C1=CC=CC=C1)C)=O)C(C1=CC=CC=C1)C1=CC2=C(S1)C=CC(=C2)C (3-Hydroxy-4-methyl-2-[(5-methyl-benzo[b]thiophen-2-yl)-phenyl-methyl]-4-phenyl-cyclobut-2-enone). As a reaction SMILES: [CH3:1][C:2]1([C:8]2[CH:13]=[CH:12][CH:11]=[CH:10][CH:9]=2)[C:5](=[O:6])[CH2:4][C:3]1=[O:7].[CH3:14][C:15]1[CH:31]=[CH:30][C:18]2[S:19][C:20]([CH:22]([C:24]3[CH:29]=[CH:28][CH:27]=[CH:26][CH:25]=3)O)=[CH:21][C:17]=2[CH:16]=1>>[OH:6][C:5]1[C:2]([CH3:1])([C:8]2[CH:13]=[CH:12][CH:11]=[CH:10][CH:9]=2)[C:3](=[O:7])[C:4]=1[CH:22]([C:20]1[S:19][C:18]2[CH:30]=[CH:31][C:15]([CH3:14])=[CH:16][C:17]=2[CH:21]=1)[C:24]1[CH:29]=[CH:28][CH:27]=[CH:26][CH:25]=1. Procedure details: Using general procedure D, 2-methyl-2-phenyl-cyclobutane-1,3-dione (Lit. 1) was reacted with (5-methyl-benzo[b]thiophen-2-yl)-phenyl-methanol to give the title compound as a colorless solid. MS: 409.3 ([M−H]−). Reactants: C(C)N(C(C1=CC=C(C=C1)C(=C1CCNCC1)C1=CC=C(C=C1)Cl)=O)CC (N,N-Diethyl-4-(4-chlorophenyl-piperidin-4-ylidene-methyl)-benzamide), C(C1=CC=CC=C1)Br (benzyl bromide). Product: C(C)N(C(C1=CC=C(C=C1)C(=C1CCN(CC1)CC1=CC=CC=C1)C1=CC=C(C=C1)Cl)=O)CC (N,N-diethyl4-(4-chlorophenyl-N-benzyl-piperidin-4-ylidene-methyl)-benzamide). The yield is 92.8%. RXN SMILES: [CH2:1]([N:3]([CH2:26][CH3:27])[C:4](=[O:25])[C:5]1[CH:10]=[CH:9][C:8]([C:11]([C:18]2[CH:23]=[CH:22][C:21]([Cl:24])=[CH:20][CH:19]=2)=[C:12]2[CH2:17][CH2:16][NH:15][CH2:14][CH2:13]2)=[CH:7][CH:6]=1)[CH3:2].[CH2:28](Br)[C:29]1[CH:34]=[CH:33][CH:32]=[CH:31][CH:30]=1>>[CH2:26]([N:3]([CH2:1][CH3:2])[C:4](=[O:25])[C:5]1[CH:6]=[CH:7][C:8]([C:11]([C:18]2[CH:19]=[CH:20][C:21]([Cl:24])=[CH:22][CH:23]=2)=[C:12]2[CH2:17][CH2:16][N:15]([CH2:28][C:29]3[CH:34]=[CH:33][CH:32]=[CH:31][CH:30]=3)[CH2:14][CH2:13]2)=[CH:9][CH:10]=1)[CH3:27]. Procedure: Method as described for Example 4, using compound 23 (96 mg) and benzyl bromide (43 mg) provided N,N-diethyl4-(4-chlorophenyl-N-benzyl-piperidin-4-ylidene-methyl)-benzamide (110 mg, 93%): Reactants: C(C1=CC=CC=C1)OC(=O)N1CCN(CCN(CC1)C(=O)OCC1=CC=CC=C1)C(=O)OCC1=CC=CC=C1 (N,N′,N″-tris(benzyloxycarbonyl)-1,4,7-triazacyclononane), I[Si](C)(C)C (iodotrimethylsilane). Yields the product C(C1=CC=CC=C1)OC(=O)N1CCN(CCNCC1)C(=O)OCC1=CC=CC=C1 (N,N′-Bis(benzyloxycarbonyl)-1,4,7-triazacyclononane). RXN SMILES: [CH2:1]([O:8][C:9]([N:11]1[CH2:19][CH2:18][N:17](C(OCC2C=CC=CC=2)=O)[CH2:16][CH2:15][N:14]([C:30]([O:32][CH2:33][C:34]2[CH:39]=[CH:38][CH:37]=[CH:36][CH:35]=2)=[O:31])[CH2:13][CH2:12]1)=[O:10])[C:2]1[CH:7]=[CH:6][CH:5]=[CH:4][CH:3]=1.I[Si](C)(C)C>>[CH2:1]([O:8][C:9]([N:11]1[CH2:19][CH2:18][NH:17][CH2:16][CH2:15][N:14]([C:30]([O:32][CH2:33][C:34]2[CH:39]=[CH:38][CH:37]=[CH:36][CH:35]=2)=[O:31])[CH2:13][CH2:12]1)=[O:10])[C:2]1[CH:3]=[CH:4][CH:5]=[CH:6][CH:7]=1. Reported procedure: From N,N′,N″-tris(benzyloxycarbonyl)-1,4,7-triazacyclononane (1.3.13.8) and iodotrimethylsilane.